Dataset: the Open Reaction Database (ORD), a public repository of structured organic reaction records. Task: describe an organic reaction: reactants, conditions, products, and yield Starting materials: ClC=1C=C(CN)C=C(C1OC)Cl (3,5-dichloro-4-methoxybenzylamine), FC1=C(C=CC=C1)[N+](=O)[O-] (2-fluoronitrobenzene), C(C)(=O)[O-].[NH4+] (ammonium acetate). Run in C(C)(=O)OCC (ethyl acetate). The product is ClC=1C=C(CNC2=C(C=CC=C2)[N+](=O)[O-])C=C(C1OC)Cl (N-(3,5-Dichloro-4-methoxybenzyl)-2-nitroaniline). Yield: 86.1%. Reaction SMILES: [Cl:1][C:2]1[CH:3]=[C:4]([CH:7]=[C:8]([Cl:12])[C:9]=1[O:10][CH3:11])[CH2:5][NH2:6].F[C:14]1[CH:19]=[CH:18][CH:17]=[CH:16][C:15]=1[N+:20]([O-:22])=[O:21].C([O-])(=O)C.[NH4+]>C(OCC)(=O)C>[Cl:1][C:2]1[CH:3]=[C:4]([CH:7]=[C:8]([Cl:12])[C:9]=1[O:10][CH3:11])[CH2:5][NH:6][C:14]1[CH:19]=[CH:18][CH:17]=[CH:16][C:15]=1[N+:20]([O-:22])=[O:21] |f:2.3|. Procedure details: A mixture of 3,5-dichloro-4-methoxybenzylamine (6 g, 29.2 mmole), 2-fluoronitrobenzene (2 g, 14.2 mmole) and ammonium acetate (1.0 g) was heated at 80° for 1 hour. The cooled mixture was taken up into ethyl acetate and washed sequentially with aqueous 3N HCl, water, aqueous 5% sodium bicarbonate, brine, dried (Na2SO4), and concentrated to give the title compound 4.0 g (78%) as orange crystals, mp 128°. Reactants: ClCCl, CN(C)C1(CO)CCSc2ccccc21, O=C(OO)c1cccc(Cl)c1. Yields the product CN(C)C1(CO)CCS(=O)c2ccccc21. Reaction SMILES: [CH2:27]([Cl:28])[Cl:29].[CH3:12][N:13]([C:14]1([CH2:24][OH:25])[CH2:15][CH2:16][S:17][c:18]2[c:19]1[cH:20][cH:21][cH:22][cH:23]2)[CH3:26].[Cl:1][c:2]1[cH:3][cH:4][cH:5][c:6]([C:7]([O:8][OH:10])=[O:9])[cH:11]1>>[O:9]=[S:17]1[CH2:16][CH2:15][C:14]([N:13]([CH3:12])[CH3:26])([CH2:24][OH:25])[c:19]2[c:18]1[cH:23][cH:22][cH:21][cH:20]2. Starting materials: ClCCl, CC(C)=CCn1c(N2CCCC(NC(=O)OC(C)(C)C)C2)nc2c1c(=O)n(CC1=CS(=O)(=O)N(C)c3ccccc31)c(=O)n2C, [Na+], [OH-], O. Product: CC(C)=CCn1c(N2CCCC(N)C2)nc2c1c(=O)n(CC1=CS(=O)(=O)N(C)c3ccccc31)c(=O)n2C. As a reaction SMILES: [CH2:48]([Cl:49])[Cl:50].[CH3:1][N:2]1[S:3](=[O:44])(=[O:45])[CH:4]=[C:5]([CH2:12][n:13]2[c:14](=[O:15])[n:16]([CH3:43])[c:17]3[n:18][c:19]([N:29]4[CH2:30][CH:31]([NH:35][C:36]([O:37][C:38]([CH3:39])([CH3:40])[CH3:41])=[O:42])[CH2:32][CH2:33][CH2:34]4)[n:20]([CH2:24][CH:25]=[C:26]([CH3:27])[CH3:28])[c:21]3[c:22]2=[O:23])[c:6]2[c:7]1[cH:8][cH:9][cH:10][cH:11]2.[Na+:47].[OH-:46].[OH2:51]>>[CH3:1][N:2]1[S:3](=[O:44])(=[O:45])[CH:4]=[C:5]([CH2:12][n:13]2[c:14](=[O:15])[n:16]([CH3:43])[c:17]3[n:18][c:19]([N:29]4[CH2:30][CH:31]([NH2:35])[CH2:32][CH2:33][CH2:34]4)[n:20]([CH2:24][CH:25]=[C:26]([CH3:27])[CH3:28])[c:21]3[c:22]2=[O:23])[c:6]2[c:7]1[cH:8][cH:9][cH:10][cH:11]2. Starting materials: FC(C1=CC(=NC=2N1N=CC2C(=O)O)C2=CC=C(C=C2)C(F)(F)F)(F)F (7-trifluoromethyl-5-(4-trifluoromethyl-phenyl)-pyrazolo[1,5-a]pyrimidine-3-carboxylic acid), NC1=NC=C(C(=N)NO)C=C1 (6-amino-N-hydroxy-nicotinamidine). Product: FC(C1=CC(=NC=2N1N=CC2C2=NC(=NO2)C=2C=CC(=NC2)N)C2=CC=C(C=C2)C(F)(F)F)(F)F (5-{5-[7-Trifluoromethyl-5-(4-trifluoromethyl-phenyl)-pyrazolo[1,5-a]pyrimidin-3-yl]-[1,2,4]oxadiazol-3-yl}-pyridin-2-ylamine). Reaction SMILES: [F:1][C:2]([F:26])([F:25])[C:3]1[N:8]2[N:9]=[CH:10][C:11]([C:12](O)=O)=[C:7]2[N:6]=[C:5]([C:15]2[CH:20]=[CH:19][C:18]([C:21]([F:24])([F:23])[F:22])=[CH:17][CH:16]=2)[CH:4]=1.[NH2:27][C:28]1[CH:37]=[CH:36][C:31]([C:32]([NH:34][OH:35])=[NH:33])=[CH:30][N:29]=1>>[F:26][C:2]([F:1])([F:25])[C:3]1[N:8]2[N:9]=[CH:10][C:11]([C:12]3[O:35][N:34]=[C:32]([C:31]4[CH:36]=[CH:37][C:28]([NH2:27])=[N:29][CH:30]=4)[N:33]=3)=[C:7]2[N:6]=[C:5]([C:15]2[CH:16]=[CH:17][C:18]([C:21]([F:24])([F:23])[F:22])=[CH:19][CH:20]=2)[CH:4]=1. Procedure: The title compound was prepared from 7-trifluoromethyl-5-(4-trifluoromethyl-phenyl)-pyrazolo[1,5-a]pyrimidine-3-carboxylic acid (example C.2) (188 mg, 0.5 mmol) and 6-amino-N-hydroxy-nicotinamidine (example B.4) (114 mg, 0.75 mmol) according to general procedure II. Obtained after purification by flash chromatography (ethyl acetate/heptane) and crystallization (dichloromethane/hexane) as a yellow solid (85 mg, 35%). MS (ISP) 492.1 [(M+H)+]; mp 257° C. Starting materials: CC(C)(C)OC(=O)NC(CCO)C(=O)OCc1ccccc1, ClCCl, O=[Cr](=O)([O-])Cl, c1cc[nH+]cc1. The product is CC(C)(C)OC(=O)NC(CC=O)C(=O)OCc1ccccc1. Reaction SMILES: [CH2:1]([c:2]1[cH:3][cH:4][cH:5][cH:6][cH:7]1)[O:8][C:9]([CH:10]([CH2:11][CH2:12][OH:13])[NH:14][C:15](=[O:16])[O:17][C:18]([CH3:19])([CH3:20])[CH3:21])=[O:22].[Cl:34][CH2:35][Cl:36].[O:23]=[Cr:24]([Cl:25])([O-:26])=[O:27].[nH+:28]1[cH:29][cH:30][cH:31][cH:32][cH:33]1>>[CH2:1]([c:2]1[cH:3][cH:4][cH:5][cH:6][cH:7]1)[O:8][C:9]([CH:10]([CH2:11][CH:12]=[O:13])[NH:14][C:15](=[O:16])[O:17][C:18]([CH3:19])([CH3:20])[CH3:21])=[O:22]. The product is C(C)(C)(C)N(C(=O)C1=NC(=C(C=C1)N1CC(C1)(F)F)OCC1CC1)CCOC (6-Cyclopropylmethoxy-5-(3,3-difluoro-azetidin-1-yl)-pyridine-2-carboxylic acid tert-butyl-(2-methoxy-ethyl)-amide). Reaction SMILES: [CH:1]1([CH2:4][O:5][C:6]2[N:11]=[C:10]([C:12]([OH:14])=O)[CH:9]=[CH:8][C:7]=2[N:15]2[CH2:18][C:17]([F:20])([F:19])[CH2:16]2)[CH2:3][CH2:2]1.[CH3:21][O:22][CH2:23][CH2:24][NH:25][C:26]([CH3:29])([CH3:28])[CH3:27].CN(C(ON1N=NC2C=CC=CC1=2)=[N+](C)C)C.[B-](F)(F)(F)F.CCN(C(C)C)C(C)C>>[C:26]([N:25]([CH2:24][CH2:23][O:22][CH3:21])[C:12]([C:10]1[CH:9]=[CH:8][C:7]([N:15]2[CH2:18][C:17]([F:20])([F:19])[CH2:16]2)=[C:6]([O:5][CH2:4][CH:1]2[CH2:2][CH2:3]2)[N:11]=1)=[O:14])([CH3:29])([CH3:28])[CH3:27] |f:2.3|. Procedure: In analogy to the procedure described in Example 47 b), 6-cyclopropylmethoxy-5-(3,3-difluoro-azetidin-1-yl)-pyridine-2-carboxylic acid (Example 1 b)) was reacted with N-(2-methoxyethyl)-2-methylpropan-2-amine (CAN 22687-22-5) in the presence of TBTU and DIEA to obtain the title compound as colorless oil; MS (EI): m/e=398.4 [MH+]. Reactants: COCCNC(C)(C)C (N-(2-methoxyethyl)-2-methylpropan-2-amine), CN(C)C(=[N+](C)C)ON1C2=C(C=CC=C2)N=N1.[B-](F)(F)(F)F (TBTU), CCN(C(C)C)C(C)C (DIEA), C1(CC1)COC1=C(C=CC(=N1)C(=O)O)N1CC(C1)(F)F (6-cyclopropylmethoxy-5-(3,3-difluoro-azetidin-1-yl)-pyridine-2-carboxylic acid). Starting materials: CCOC(=O)C(C(=O)c1ccc(C#N)cc1)C1c2ccccc2Sc2ccccc21, CCOCC, CS(C)=O, O. The product is N#Cc1ccc(C(=O)CC2c3ccccc3Sc3ccccc32)cc1. Reaction SMILES: [C:1](#[N:2])[c:3]1[cH:4][cH:5][c:6]([C:7](=[O:8])[CH:9]([C:10]([O:11][CH2:12][CH3:13])=[O:14])[CH:15]2[c:16]3[cH:17][cH:18][cH:19][cH:20][c:21]3[S:22][c:23]3[cH:24][cH:25][cH:26][cH:27][c:28]32)[cH:29][cH:30]1.[CH3:31][CH2:32][O:33][CH2:34][CH3:35].[CH3:36][S:37]([CH3:38])=[O:39].[OH2:40]>>[C:1](#[N:2])[c:3]1[cH:4][cH:5][c:6]([C:7](=[O:8])[CH2:9][CH:15]2[c:16]3[cH:17][cH:18][cH:19][cH:20][c:21]3[S:22][c:23]3[cH:24][cH:25][cH:26][cH:27][c:28]32)[cH:29][cH:30]1. The reactants are C(C)(C)(C)OC(NC1=C(C=C(C=C1)C1=CC(=C(C=C1)Cl)Cl)N)=O ((3-amino-3′,4′-dichloro-biphenyl-4-yl)-carbamic acid tert.-butyl ester), CC1(OC(C=C(O1)C=1C=C(C#N)C=CC1)=O)C (3-(2,2-dimethyl-6-oxo-6H-[1,3]dioxin-4-yl)-benzonitrile), C(=O)(C(F)(F)F)O (TFA). Reaction SMILES: C(OC(=O)[NH:7][C:8]1[CH:13]=[CH:12][C:11]([C:14]2[CH:19]=[CH:18][C:17]([Cl:20])=[C:16]([Cl:21])[CH:15]=2)=[CH:10][C:9]=1[NH2:22])(C)(C)C.CC1(C)O[C:29]([C:31]2[CH:32]=[C:33]([CH:36]=[CH:37][CH:38]=2)[C:34]#[N:35])=[CH:28][C:27](=[O:39])O1.C(O)(C(F)(F)F)=O>C(Cl)Cl>[Cl:21][C:16]1[CH:15]=[C:14]([C:11]2[CH:12]=[CH:13][C:8]3[N:7]=[C:29]([C:31]4[CH:32]=[C:33]([CH:36]=[CH:37][CH:38]=4)[C:34]#[N:35])[CH2:28][C:27](=[O:39])[NH:22][C:9]=3[CH:10]=2)[CH:19]=[CH:18][C:17]=1[Cl:20]. Product: ClC=1C=C(C=CC1Cl)C1=CC2=C(N=C(CC(N2)=O)C=2C=C(C#N)C=CC2)C=C1 (3-[7-(3,4-Dichloro-phenyl)-4-oxo-4,5-dihydro-3H-benzo[b][1,4]diazepin-2-yl]-benzonitrile). The solvent is C(Cl)Cl (CH2Cl2). Procedure details: Prepared from (3-amino-3′,4′-dichloro-biphenyl-4-yl)-carbamic acid tert.-butyl ester (Example G21) and 3-(2,2-dimethyl-6-oxo-6H-[1,3]dioxin-4-yl)-benzonitrile (Example J4) according to the general procedure K. The obtained material was deprotected and cyclized by treatment with TFA in CH2Cl2 according to the general procedure M. Obtained as a light yellow solid (150 mg).